Dataset: the Open Reaction Database (ORD), a public repository of structured organic reaction records. Task: describe an organic reaction: reactants, conditions, products, and yield The reactants are O=C([O-])[O-], CCCCOc1cc(C=C(OC)C(=O)OC)ccc1I, CCOC(C)=O, COCCOC, Cl, [K+], [K+], Nc1cccc(B(O)O)c1, O, c1ccc(P(c2ccccc2)(c2ccccc2)[Pd](P(c2ccccc2)(c2ccccc2)c2ccccc2)(P(c2ccccc2)(c2ccccc2)c2ccccc2)P(c2ccccc2)(c2ccccc2)c2ccccc2)cc1. Product: CCCCOc1cc(C=C(OC)C(=O)OC)ccc1-c1cccc(N)c1. As a reaction SMILES: [C:1](=[O:2])([O-:3])[O-:4].[CH2:18]([CH2:19][CH2:20][CH3:21])[O:22][c:23]1[cH:24][c:25]([CH:30]=[C:31]([C:32](=[O:33])[O:34][CH3:35])[O:36][CH3:37])[cH:26][cH:27][c:28]1[I:29].[CH3:122][CH2:123][O:124][C:125](=[O:126])[CH3:127].[CH3:39][O:40][CH2:41][CH2:42][O:43][CH3:44].[ClH:7].[K+:5].[K+:6].[NH2:8][c:9]1[cH:10][c:11]([B:15]([OH:16])[OH:17])[cH:12][cH:13][cH:14]1.[OH2:38].[cH:45]1[cH:46][cH:47][c:48]([P:49]([Pd:50]([P:51]([c:52]2[cH:53][cH:54][cH:55][cH:56][cH:57]2)([c:58]2[cH:59][cH:60][cH:61][cH:62][cH:63]2)[c:64]2[cH:65][cH:66][cH:67][cH:68][cH:69]2)([P:70]([c:71]2[cH:72][cH:73][cH:74][cH:75][cH:76]2)([c:77]2[cH:78][cH:79][cH:80][cH:81][cH:82]2)[c:83]2[cH:84][cH:85][cH:86][cH:87][cH:88]2)[P:89]([c:90]2[cH:91][cH:92][cH:93][cH:94][cH:95]2)([c:96]2[cH:97][cH:98][cH:99][cH:100][cH:101]2)[c:102]2[cH:103][cH:104][cH:105][cH:106][cH:107]2)([c:108]2[cH:109][cH:110][cH:111][cH:112][cH:113]2)[c:114]2[cH:115][cH:116][cH:117][cH:118][cH:119]2)[cH:120][cH:121]1>>[NH2:8][c:9]1[cH:10][c:11](-[c:28]2[c:23]([O:22][CH2:18][CH2:19][CH2:20][CH3:21])[cH:24][c:25]([CH:30]=[C:31]([C:32](=[O:33])[O:34][CH3:35])[O:36][CH3:37])[cH:26][cH:27]2)[cH:12][cH:13][cH:14]1. Reactants: NS(=O)(=O)c1cc2c(s1)S(=O)(=O)CCC2O, O=C(O)C(F)(F)F, O=S(=O)(O)O. Yields the product NS(=O)(=O)c1cc2c(s1)S(=O)(=O)CC=C2. Reaction SMILES: [OH:1][CH:2]1[c:3]2[c:4]([s:10][c:11]([S:13](=[O:14])(=[O:15])[NH2:16])[cH:12]2)[S:5](=[O:8])(=[O:9])[CH2:6][CH2:7]1.[OH:22][C:23]([C:24]([F:25])([F:26])[F:27])=[O:28].[S:17](=[O:18])(=[O:19])([OH:20])[OH:21]>>[CH:2]1=[CH:7][CH2:6][S:5](=[O:8])(=[O:9])[c:4]2[c:3]1[cH:12][c:11]([S:13](=[O:14])(=[O:15])[NH2:16])[s:10]2.